This data is from the Open Reaction Database (ORD), a public repository of structured organic reaction records. The task is: describe an organic reaction: reactants, conditions, products, and yield Starting materials: FC1=C(C=C(C=C1)NC(OC)=O)[N+](=O)[O-] (Methyl (4-fluoro-3-nitrophenyl)carbamate), C1(CCCCC1)CN (cyclohexylmethyl amine), TEA. The solvent is CCO (EtOH). The product is C1(CCCCC1)CNC1=C(C=C(C=C1)NC(OC)=O)[N+](=O)[O-] (Methyl {4-[(cyclohexylmethyl)amino]-3-nitrophenyl}carbamate). As a reaction SMILES: F[C:2]1[CH:7]=[CH:6][C:5]([NH:8][C:9](=[O:12])[O:10][CH3:11])=[CH:4][C:3]=1[N+:13]([O-:15])=[O:14].[CH:16]1([CH2:22][NH2:23])[CH2:21][CH2:20][CH2:19][CH2:18][CH2:17]1>CCO>[CH:16]1([CH2:22][NH:23][C:2]2[CH:7]=[CH:6][C:5]([NH:8][C:9](=[O:12])[O:10][CH3:11])=[CH:4][C:3]=2[N+:13]([O-:15])=[O:14])[CH2:21][CH2:20][CH2:19][CH2:18][CH2:17]1. Procedure details: Methyl (4-fluoro-3-nitrophenyl)carbamate (1.00 g, 4.67 mmol) and cyclohexylmethyl amine (0.730 mL, 5.60 mmol) were stirred in EtOH (20 mL) containing TEA (1.0 mL, 7.00 mmol) at 75° C. for 24 h. The solvent was concentrated. The residue was dissolved in EtOAc and washed with 5% KHSO4 solution, saturated NaHCO3 solution, brine and dried over anhydrous MgSO4. The crude product was purified by flash chromatography using 4:1/hex:EtOAc on silica gel. Yield: 1.05 g (73%); 1H NMR (400 MHz, CHLOROFORM-D)... Starting materials: COC1=CC(=C(C(=C1)C)S(=O)(=O)N(C)CC1=NC(=NO1)C(=O)OCC)C (ethyl 5-({[(4-methoxy-2,6-dimethylphenyl)sulfonyl](methyl)amino}methyl)-1,2,4-oxadiazole-3-carboxylate), N1=CC(=CC=C1)CN1CCNCC1 (1-(pyridin-3-ylmethyl)piperazine), C[Al](C)C (trimethylaluminium). Solvent: ClCCCl (DCE). Yields the product COC1=CC(=C(C(=C1)C)S(=O)(=O)N(CC1=NC(=NO1)C(=O)N1CCN(CC1)CC=1C=NC=CC1)C)C (4-Methoxy-N,2,6-trimethyl-N-[(3-{[4-(pyridin-3-ylmethyl)piperazin-1-yl]carbonyl}-1,2,4-oxadiazol-5-yl)methyl]benzenesulfonamide). As a reaction SMILES: [CH3:1][O:2][C:3]1[CH:8]=[C:7]([CH3:9])[C:6]([S:10]([N:13]([CH2:15][C:16]2[O:20][N:19]=[C:18]([C:21]([O:23]CC)=O)[N:17]=2)[CH3:14])(=[O:12])=[O:11])=[C:5]([CH3:26])[CH:4]=1.[N:27]1[CH:32]=[CH:31][CH:30]=[C:29]([CH2:33][N:34]2[CH2:39][CH2:38][NH:37][CH2:36][CH2:35]2)[CH:28]=1.C[Al](C)C>ClCCCl>[CH3:1][O:2][C:3]1[CH:4]=[C:5]([CH3:26])[C:6]([S:10]([N:13]([CH3:14])[CH2:15][C:16]2[O:20][N:19]=[C:18]([C:21]([N:37]3[CH2:38][CH2:39][N:34]([CH2:33][C:29]4[CH:28]=[N:27][CH:32]=[CH:31][CH:30]=4)[CH2:35][CH2:36]3)=[O:23])[N:17]=2)(=[O:11])=[O:12])=[C:7]([CH3:9])[CH:8]=1. Procedure: The title compound was prepared according to general procedure AT using ethyl 5-({[(4-methoxy-2,6-dimethylphenyl)sulfonyl](methyl)amino}methyl)-1,2,4-oxadiazole-3-carboxylate (27 mg, 0.07 mmol), 1-(pyridin-3-ylmethyl)piperazine (40 mg, 0.23 mmol) and trimethylaluminium (2 M in toluene, 0.08 mL) in DCE (2 mL). A portion of the crude product was purified using prep method D. Starting materials: BrC(=CC=1C(=NC2=CC=CC=C2C1C1=CC=C(C=C1)F)C(C)C)Br (3-(2,2-Dibromoethenyl)-4-(4-fluorophenyl)-2-(1-methylethyl)quinoline), [Li]CCCC (n-BuLi). Solvent: C1CCOC1 (THF), CCCCCC (hexane). Reaction conditions: temperature -78 celsius, time 1 hour. Product: C(#C)C=1C(=NC2=CC=CC=C2C1C1=CC=C(C=C1)F)C(C)C (3-Ethynyl-4-(4-fluorophenyl)-2-(1-methylethyl)-quinoline). Yield: 71.3%. Reaction SMILES: Br[C:2](Br)=[CH:3][C:4]1[C:5]([CH:21]([CH3:23])[CH3:22])=[N:6][C:7]2[C:12]([C:13]=1[C:14]1[CH:19]=[CH:18][C:17]([F:20])=[CH:16][CH:15]=1)=[CH:11][CH:10]=[CH:9][CH:8]=2.[Li]CCCC>C1COCC1.CCCCCC>[C:3]([C:4]1[C:5]([CH:21]([CH3:23])[CH3:22])=[N:6][C:7]2[C:12]([C:13]=1[C:14]1[CH:15]=[CH:16][C:17]([F:20])=[CH:18][CH:19]=1)=[CH:11][CH:10]=[CH:9][CH:8]=2)#[CH:2]. Procedure details: A solution of 3-(2,2-Dibromoethenyl)-4-(4-fluorophenyl)-2-(1-methylethyl)quinoline (25.2 mmol) in dry THF (140 ml) was cooled to -78° C. and treated with n-BuLi (1.6M in hexane, 33 ml, 52.8 mmol) over a 1 minute period. After stirring at -78° C. for one hour, the dark brown solution was quenched with saturated NH4Cl, warmed to room temperature, diluted with H2O, and extracted with Et2O. The Et2O extract was washed with brine, dried (Na2SO4), filtered and stripped to give a yellow oil. The oil wa... The reactants are CN(C=O)C (N,N-dimethylformamide), ClC=1C=CC2=C(C=C(S2)C(=O)OC)C1 (methyl (5-chloro-2-benzothienyl)formate), CSCS(=O)C (methyl methylthiomethyl sulfoxide). Product: O=C(C(=O)OSC)C=1SC2=C(C1)C=C(C=C2)Cl (Methylthio α-oxo-α-(5-chloro-2-benzothienyl)acetate), O=C(C(S(=O)C)SC)C=1SC2=C(C1)C=C(C=C2)Cl (1-oxo-1-(5-chloro-2-benzothienyl)-2-methylthio-2-methylsulfinylethane). Reaction SMILES: [Cl:1][C:2]1[CH:3]=[CH:4][C:5]2[S:9][C:8]([C:10]([O:12]C)=[O:11])=[CH:7][C:6]=2[CH:14]=1.[CH3:15][S:16][CH2:17][S:18]([CH3:20])=[O:19].CN(C)[CH:23]=[O:24]>>[O:12]=[C:10]([C:8]1[S:9][C:5]2[CH:4]=[CH:3][C:2]([Cl:1])=[CH:14][C:6]=2[CH:7]=1)[C:23]([O:19][S:18][CH3:17])=[O:24].[O:11]=[C:10]([C:8]1[S:9][C:5]2[CH:4]=[CH:3][C:2]([Cl:1])=[CH:14][C:6]=2[CH:7]=1)[CH:17]([S:16][CH3:15])[S:18]([CH3:20])=[O:19]. Procedure details: Methylthio α-oxo-α-(5-chloro-2-benzothienyl)acetate was prepared by reacting 26.8 g of methyl (5-chloro-2-benzothienyl)formate with 21.4 g of methyl methylthiomethyl sulfoxide in 500 ml of N,N-dimethylformamide to give 1-oxo-1-(5-chloro-2-benzothienyl)-2-methylthio-2-methylsulfinylethane, which was then reacted with sodium para periodate in acetic anhydride and formic acid.